describe an organic reaction: reactants, conditions, products, and yield From a dataset of the Open Reaction Database (ORD), a public repository of structured organic reaction records. Reactants: N1(CCOCC1)CCOC1=CC=C(C=C1)NC=1C=2N(C(=CN1)C=1C=NNC1)C=CN2 ([4-(2-Morpholin-4-yl-ethoxy)-phenyl]-[5-(1H-pyrazol-4-yl)-imidazo[1,2-a]pyrazin-8-yl]-amine), CN1CCC(CC1)COC1=CC=C(C=C1)[N+](=O)[O-] (1-methyl-4-(4-nitro-phenoxymethyl)-piperidine). The reagents and catalysts are [OH-].[Pd+2].[OH-] (palladium hydroxide). The solvent is C(C)O (ethanol). The product is CN1CCC(CC1)COC1=CC=C(C=C1)N (4-(1-Methyl-piperidin-4-ylmethoxy)-phenyl amine), solid. Yield: 70.0%. As a reaction SMILES: N1(CCOC2C=CC(NC3C4N(C=CN=4)C(C4C=NNC=4)=CN=3)=CC=2)CCOCC1.[CH3:31][N:32]1[CH2:37][CH2:36][CH:35]([CH2:38][O:39][C:40]2[CH:45]=[CH:44][C:43]([N+:46]([O-])=O)=[CH:42][CH:41]=2)[CH2:34][CH2:33]1>C(O)C.[OH-].[Pd+2].[OH-]>[CH3:31][N:32]1[CH2:37][CH2:36][CH:35]([CH2:38][O:39][C:40]2[CH:41]=[CH:42][C:43]([NH2:46])=[CH:44][CH:45]=2)[CH2:34][CH2:33]1 |f:3.4.5|. Procedure: In the same way as described for Compound 150, step 1, using 1-methyl-4-(4-nitro-phenoxymethyl)-piperidine (0.65 g, 2.6 mmol) in ethanol (40 mL) and palladium hydroxide (0.182 g, 0.26 mmol). Filtration over Celite 521 and evaporation gave a red oil that was purified by silica gel column chromatography eluting with DCM and a 80:20 mixture DCM:MeOH. The title compound was obtained as a white solid (0.402 g, 70%). 1H-NMR (400 MHz, CDCl3) δ (ppm) 1.30-1.51 (2H, m), 1.65-1.88 (3H, m), 1.89-2.09 (2H, ... Reactants: C(C)(=O)C1=C(C(=C(OCC2=CC=C(C=C2)C(C=2C=C(C(=O)O)C=CC2)O)C=C1)CCC)O (3-{[4-(4-Acetyl-3-hydroxy-2-propyl-phenoxymethyl)-phenyl]-hydroxy-methyl}-benzoic acid), O1CCCC1 (tetrahydrofuran), C(C)C(C(=O)[O-])CCCC.[Na+] (sodium 2-ethylhexanoate). Solvent: C(C)(=O)OCC (ethyl acetate), C(C)(=O)OCC (ethyl acetate). Reaction conditions: time 8 hour. Yields the product C(C)(=O)C1=C(C(=C(OCC2=CC=C(C=C2)C(C=2C=C(C(=O)[O-])C=CC2)O)C=C1)CCC)O.[Na+] (Sodium 3-{[4-(4-acetyl-3-hydroxy-2-propyl-phenoxymethyl)-phenyl]-hydroxy-methyl}-benzoate). Isolated yield 94.0%. Reaction SMILES: [C:1]([C:4]1[CH:28]=[CH:27][C:7]([O:8][CH2:9][C:10]2[CH:15]=[CH:14][C:13]([CH:16]([OH:26])[C:17]3[CH:18]=[C:19]([CH:23]=[CH:24][CH:25]=3)[C:20]([OH:22])=[O:21])=[CH:12][CH:11]=2)=[C:6]([CH2:29][CH2:30][CH3:31])[C:5]=1[OH:32])(=[O:3])[CH3:2].O1CCCC1.C(C(CCCC)C([O-])=O)C.[Na+:48]>C(OCC)(=O)C>[C:1]([C:4]1[CH:28]=[CH:27][C:7]([O:8][CH2:9][C:10]2[CH:11]=[CH:12][C:13]([CH:16]([OH:26])[C:17]3[CH:18]=[C:19]([CH:23]=[CH:24][CH:25]=3)[C:20]([O-:22])=[O:21])=[CH:14][CH:15]=2)=[C:6]([CH2:29][CH2:30][CH3:31])[C:5]=1[OH:32])(=[O:3])[CH3:2].[Na+:48] |f:2.3,5.6|. Procedure details: Compound 3-{[4-(4-Acetyl-3-hydroxy-2-propyl-phenoxymethyl)-phenyl]-hydroxy-methyl}-benzoic acid (357 mg, 0.822 mmol) is stirred in a solution of ethyl acetate (4 mL) and tetrahydrofuran (4 mL) at room temperature. A solution of sodium 2-ethylhexanoate (150 mg, 0.904 mmol) in ethyl acetate (2 mL) is added and the reaction is stirred overnight. The reaction is concentrated and the resulting thick oil is diluted with ether (5 mL) and stirred vigorously. The resulting white precipitate is filtered, ... Starting materials: C(=O)NC=1SC=C(N1)C(C(=O)O)=O (2-(2-formamidothiazol-4-yl)glyoxylic acid), OC1=C(C=C(C=C1)Cl)NC(CON)=O (N-(2-hydroxy-5-chlorophenyl)-2-(aminooxy)-acetamide). The solvent is C(C)O (ethanol). Conditions: time 5 hour. The product is OC1=C(C=C(C=C1)Cl)NC(=O)CON=C(C(=O)O)C=1N=C(SC1)NC=O (2-[N-(2-Hydroxy-5-chlorophenyl)carbamoylmethoxyimino]-2-(2-formamidothiazol-4-yl)acetic acid). Isolated yield 82.6%. RXN SMILES: [CH:1]([NH:3][C:4]1[S:5][CH:6]=[C:7]([C:9](=O)[C:10]([OH:12])=[O:11])[N:8]=1)=[O:2].[OH:14][C:15]1[CH:20]=[CH:19][C:18]([Cl:21])=[CH:17][C:16]=1[NH:22][C:23](=[O:27])[CH2:24][O:25][NH2:26]>C(O)C>[OH:14][C:15]1[CH:20]=[CH:19][C:18]([Cl:21])=[CH:17][C:16]=1[NH:22][C:23]([CH2:24][O:25][N:26]=[C:9]([C:7]1[N:8]=[C:4]([NH:3][CH:1]=[O:2])[S:5][CH:6]=1)[C:10]([OH:12])=[O:11])=[O:27]. Reported procedure: A mixture of 2-(2-formamidothiazol-4-yl)glyoxylic acid (2.79 g.) and N-(2-hydroxy-5-chlorophenyl)-2-(aminooxy)-acetamide (3.32 g.) in ethanol (30 ml.) was stirred for 5 hours at room temperature. The reaction mixture was evaporated to dryness and to the residue was added a mixture of ethyl acetate, water and 10% hydrochloric acid followed by stirring. The ethyl acetate layer was separated, washed with diluted hydrochloric acid and an aqueous solution of sodium chloride, dried over magnesium sulf... Run in CCO.C1CCOC1 (EtOH THF). Starting materials: ClC1=CC=C2C=CC(=NC2=C1)COC1=CC=C(C=C1)C(C1=CC=C(C=C1)OCC1=NC2=CC(=CC=C2C=C1)Cl)C(C(=O)O)=NO (bis(4-(7-chloro-2-quinolyl-methoxy)phenyl)methyloximinoacetic acid), [OH-].[Na+] (NaOH). Reaction conditions: time 8 hour. The yield is 83.3%. Procedure details: To a solution in EtOH--THF (3:1, 4 mL) of bis(4-(7-chloro-2-quinolyl-methoxy)phenyl)methyloximinoacetic acid (240 mg, 0.4 mmol), prepared as in Example 5, was added 1N aqueous NaOH (0.5 mL, 0.5 mmol). The mixture was stirred overnight at room temperature and concentrated in vacuo. The residue was slurried in ether (15 mL), filtered, and dried in vacuo to provide bis(4-(7-chloro-2-quinolylmethoxy)phenyl)methyloximinoacetic acid sodium salt (220 mg): mp 181°-183° C.; 1H NMR (300 MHz, DMSO-d6)δ4.15... The product is [Na+].ClC1=CC=C2C=CC(=NC2=C1)COC1=CC=C(C=C1)C(C1=CC=C(C=C1)OCC1=NC2=CC(=CC=C2C=C1)Cl)C(C(=O)[O-])=NO (bis(4-(7-chloro-2-quinolylmethoxy)phenyl)methyloximinoacetic acid sodium salt). Reaction SMILES: [Cl:1][C:2]1[CH:11]=[C:10]2[C:5]([CH:6]=[CH:7][C:8]([CH2:12][O:13][C:14]3[CH:19]=[CH:18][C:17]([CH:20]([C:40](=[N:44][OH:45])[C:41]([OH:43])=[O:42])[C:21]4[CH:26]=[CH:25][C:24]([O:27][CH2:28][C:29]5[CH:38]=[CH:37][C:36]6[C:31](=[CH:32][C:33]([Cl:39])=[CH:34][CH:35]=6)[N:30]=5)=[CH:23][CH:22]=4)=[CH:16][CH:15]=3)=[N:9]2)=[CH:4][CH:3]=1.[OH-].[Na+:47]>CCO.C1COCC1>[Na+:47].[Cl:39][C:33]1[CH:32]=[C:31]2[C:36]([CH:37]=[CH:38][C:29]([CH2:28][O:27][C:24]3[CH:23]=[CH:22][C:21]([CH:20]([C:40](=[N:44][OH:45])[C:41]([O-:43])=[O:42])[C:17]4[CH:16]=[CH:15][C:14]([O:13][CH2:12][C:8]5[CH:7]=[CH:6][C:5]6[C:10](=[CH:11][C:2]([Cl:1])=[CH:3][CH:4]=6)[N:9]=5)=[CH:19][CH:18]=4)=[CH:26][CH:25]=3)=[N:30]2)=[CH:35][CH:34]=1 |f:1.2,3.4,5.6|. Reactants: N1(CCNCC1)C1=CC=C(C=C1)CCO (2-(p-Piperazinophenyl)ethanol), N1CCNCC1 (piperazine), C([O-])([O-])=O.[K+].[K+] (potassium carbonate), BrC(C1=CC=CC=C1)C1=CC=CC=C1 (bromodiphenylmethane). Run in O (water), CN(C)C=O (DMF). Run at time 2 hour. Product: C(C1=CC=CC=C1)(C1=CC=CC=C1)N1CCN(CC1)C1=CC=C(C=C1)CCO (2-[p-(4-Benzhydrylpiperazino)phenyl] ethanol). Isolated yield 57.0%. Reaction SMILES: [N:1]1([C:7]2[CH:12]=[CH:11][C:10]([CH2:13][CH2:14][OH:15])=[CH:9][CH:8]=2)[CH2:6][CH2:5][NH:4][CH2:3][CH2:2]1.N1CCNCC1.C(=O)([O-])[O-].[K+].[K+].Br[CH:29]([C:36]1[CH:41]=[CH:40][CH:39]=[CH:38][CH:37]=1)[C:30]1[CH:35]=[CH:34][CH:33]=[CH:32][CH:31]=1>O.CN(C=O)C>[CH:29]([N:4]1[CH2:5][CH2:6][N:1]([C:7]2[CH:8]=[CH:9][C:10]([CH2:13][CH2:14][OH:15])=[CH:11][CH:12]=2)[CH2:2][CH2:3]1)([C:30]1[CH:35]=[CH:34][CH:33]=[CH:32][CH:31]=1)[C:36]1[CH:41]=[CH:40][CH:39]=[CH:38][CH:37]=1 |f:2.3.4|. Procedure details: The product of (1) (the piperazine compound) (5.996 g, 29.1 mmol) was put in a 100 ml-three-necked flask, which was equipped with a Dimroth condenser on the central mouth and septum rubbers on the side mouths. In the flask, DMF (33 ml) was added to dissolve the content, and potassium carbonate (8.034 g, 58.1 mmol) and bromodiphenylmethane (7.543 g, 30.5 mmol) were added. The mixture was stirred at room temperature for 2 hours. The reaction mixture was added to water (80 ml) in a 200 ml-conical f... Starting materials: COC(=O)C=1N(C=C(C(C1OCC1=CC=CC=C1)=O)C(NCC1=CC=C(C=C1)F)=O)CC=O (3-benzyloxy-5-(4-fluoro-benzylcarbamoyl)-4-oxo-(2-oxo-ethyl)-1,4-dihydro-pyridine-2-carboxylic acid methyl ester), Cl.Cl.N[C@H](CCNC1CCC1)C ([(3S)-3-Aminobutyl]cyclobutylamine bis-hydrochloride), O=C1C=2N(CC3N1CCCN3)C=C(C(C2OCC2=CC=CC=C2)=O)C(=O)N (6,8-dioxo-7-[(phenylmethyl)oxy]-1,2,3,4,6,8,12,12a-octahydropyrido[1′,2′:4,5]pyrazino[1,2-a]pyrimidine-9-carboxamide). Product: C1(CCC1)N1[C@H]2N([C@H](CC1)C)C(C=1N(C2)C=C(C(C1O)=O)C(=O)NCC1=CC=C(C=C1)F)=O ((4S,12aS)-1-Cyclobutyl-N-[(4-fluorophenyl)methyl]-7-hydroxy-4-methyl-6,8-dioxo-1,2,3,4,6,8,12,12a-octahydropyrido[1′,2′:4,5]pyrazino[1,2-a]pyrimidine-9-carboxamide). As a reaction SMILES: CO[C:3]([C:5]1[N:6]([CH2:31][CH:32]=O)[CH:7]=[C:8]([C:20](=[O:30])[NH:21][CH2:22][C:23]2[CH:28]=[CH:27][C:26]([F:29])=[CH:25][CH:24]=2)[C:9](=[O:19])[C:10]=1[O:11]CC1C=CC=CC=1)=[O:4].Cl.Cl.[NH2:36][C@@H:37]([CH3:45])[CH2:38][CH2:39][NH:40][CH:41]1[CH2:44][CH2:43][CH2:42]1.O=C1N2CCCNC2CN2C=C(C(N)=O)C(=O)C(OCC3C=CC=CC=3)=C12>>[CH:41]1([N:40]2[CH2:39][CH2:38][C@H:37]([CH3:45])[N:36]3[C:3](=[O:4])[C:5]4[N:6]([CH:7]=[C:8]([C:20]([NH:21][CH2:22][C:23]5[CH:28]=[CH:27][C:26]([F:29])=[CH:25][CH:24]=5)=[O:30])[C:9](=[O:19])[C:10]=4[OH:11])[CH2:31][C@@H:32]23)[CH2:44][CH2:43][CH2:42]1 |f:1.2.3|. Procedure details: In a similar manner to that described in example Z-35a, from 16 (18 mg, 0.39 mmol) and [(3S)-3-Aminobutyl]cyclobutylamine bis-hydrochloride (23 mg, 0.107 mmol), (4S,12aS)-1-cyclobutyl-N-[(4-fluorophenyl)methyl)-4-methyl]-6,8-dioxo-7-[(phenylmethyl)oxy]-1,2,3,4,6,8,12,12a-octahydropyrido[1′,2′:4,5]pyrazino[1,2-a]pyrimidine-9-carboxamide was prepared as a white solid. This material was deprotected in a second step similar to that described in example Z-37 to give the title compound as a white soli... Product: CC(=O)OC1OC(COC(=O)c2ccccc2)C(OC(=O)c2ccccc2)C1OC(=O)c1ccccc1. Starting materials: CC1(O)OC(COC(=O)c2ccccc2)C(OC(=O)c2ccccc2)C1OC(=O)c1ccccc1, CC(=O)O, CC(=O)OC(C)=O, CCO, O=S(=O)(O)O. As a reaction SMILES: [CH3:1][C:2]1([OH:3])[CH:4]([O:5][C:6]([c:7]2[cH:8][cH:9][cH:10][cH:11][cH:12]2)=[O:13])[CH:14]([O:15][C:16]([c:17]2[cH:18][cH:19][cH:20][cH:21][cH:22]2)=[O:23])[CH:24]([CH2:26][O:27][C:28]([c:29]2[cH:30][cH:31][cH:32][cH:33][cH:34]2)=[O:35])[O:25]1.[CH3:36][C:37]([OH:38])=[O:39].[CH3:40][C:41]([O:42][C:43](=[O:44])[CH3:45])=[O:46].[CH3:52][CH2:53][OH:54].[S:47](=[O:48])(=[O:49])([OH:50])[OH:51]>>[CH:2]1([O:38][C:37]([CH3:36])=[O:39])[CH:4]([O:5][C:6]([c:7]2[cH:8][cH:9][cH:10][cH:11][cH:12]2)=[O:13])[CH:14]([O:15][C:16]([c:17]2[cH:18][cH:19][cH:20][cH:21][cH:22]2)=[O:23])[CH:24]([CH2:26][O:27][C:28]([c:29]2[cH:30][cH:31][cH:32][cH:33][cH:34]2)=[O:35])[O:25]1.